The task is: describe an organic reaction: reactants, conditions, products, and yield. This data is from the Open Reaction Database (ORD), a public repository of structured organic reaction records. Reaction SMILES: [Al+3:21].[C:10](=[O:11])([O:12][CH2:13][CH3:14])[CH2:15][CH2:16][C:17](=[O:18])[Cl:19].[CH3:1][c:2]1[cH:3][cH:4][c:5]([O:8][CH3:9])[cH:6][cH:7]1.[Cl-:20].[Cl-:22].[Cl-:23].[Cl:24][CH2:25][Cl:26]>>[CH3:1][c:2]1[cH:3][c:4]([C:17]([CH2:16][CH2:15][C:10](=[O:11])[O:12][CH2:13][CH3:14])=[O:18])[c:5]([O:8][CH3:9])[cH:6][cH:7]1. The reactants are [Al+3], CCOC(=O)CCC(=O)Cl, COc1ccc(C)cc1, [Cl-], [Cl-], [Cl-], ClCCl. Yields the product CCOC(=O)CCC(=O)c1cc(C)ccc1OC. Run at temperature 70 celsius. Reagents/catalysts: [Ni] (Raney-Nickel). The solvent is CO.C1CCOC1 (methanol THF), O (H2O), CCOC(=O)C (EtOAc). Procedure: To 4.16 g (16 mMol) of [4-(4-chloro-7H-pyrrolo[2,3-d]pyrimidin-6-yl)-phenyl]-methanol (see Step 108.3) and 1.99 g (16 mMol) of 2-methoxy-pyridin-4-ylamine [see Rec. Trav. Chim. (1955) 74, 1160; prepared from 2-methoxy-4-nitro-pyridine-1-oxide by hydrogenation in the presence of Raney-Nickel in methanol/THF] in 90 ml degassed DMF under N2-atmosphere, 996 mg of R(+)-BINAP [R(+)-2,2′-bis-(diphenylphosphino)-1,1′-binaphthalin); 1.6 mMol], 414 mg Pd2(dba)3.CHCl3 [tris(dibenzylideneacetone)dipalladium... RXN SMILES: Cl[C:2]1[C:3]2[CH:10]=[C:9]([C:11]3[CH:16]=[CH:15][C:14]([CH2:17][OH:18])=[CH:13][CH:12]=3)[NH:8][C:4]=2[N:5]=[CH:6][N:7]=1.[CH3:19][O:20][C:21]1[CH:26]=[C:25]([NH2:27])[CH:24]=[CH:23][N:22]=1.COC1C=C([N+]([O-])=O)C=C[N+]=1[O-].C(Cl)(Cl)Cl>CO.C1COCC1.O.[Ni].CCOC(C)=O>[CH3:19][O:20][C:21]1[CH:26]=[C:25]([NH:27][C:2]2[C:3]3[CH:10]=[C:9]([C:11]4[CH:16]=[CH:15][C:14]([CH2:17][OH:18])=[CH:13][CH:12]=4)[NH:8][C:4]=3[N:5]=[CH:6][N:7]=2)[CH:24]=[CH:23][N:22]=1 |f:4.5|. The product is COC1=NC=CC(=C1)NC=1C2=C(N=CN1)NC(=C2)C2=CC=C(C=C2)CO ({4-[4-(2-Methoxy-pyridin-4-ylamino)-7H-pyrrolo[2,3-d]pyrimidin-6-yl]-phenyl}-methanol). Reactants: COC1=[N+](C=CC(=C1)[N+](=O)[O-])[O-] (2-methoxy-4-nitro-pyridine-1-oxide), ClC=1C2=C(N=CN1)NC(=C2)C2=CC=C(C=C2)CO ([4-(4-chloro-7H-pyrrolo[2,3-d]pyrimidin-6-yl)-phenyl]-methanol), NaH2PO4.2H2O, Na2HPO4.2H2O, COC1=NC=CC(=C1)N (2-methoxy-pyridin-4-ylamine), C(Cl)(Cl)Cl (CHCl3), sodium tert-butylate. Reactants: CC1(CCC(C2=CC=CC=C12)(C)C)C (1,2,3,4-tetrahydro-1,1,4,4-tetramethylnaphthalene), [Cl-].[Al+3].[Cl-].[Cl-] (aluminum chloride), ClCC(=O)Cl (chloroacetyl chloride). Run in C(Cl)Cl (methylene chloride), C(Cl)Cl (methylene chloride). Run at time 8 hour. Product: ClCC(=O)C=1C=C2C(CCC(C2=CC1)(C)C)(C)C (6-Chloroacetyl-1,2,3,4-tetrahydro-1,1,4,4-tetramethylnaphthalene). Reaction SMILES: [CH3:1][C:2]1([CH3:14])[C:11]2[C:6](=[CH:7][CH:8]=[CH:9][CH:10]=2)[C:5]([CH3:13])([CH3:12])[CH2:4][CH2:3]1.[Cl-].[Al+3].[Cl-].[Cl-].[Cl:19][CH2:20][C:21](Cl)=[O:22]>C(Cl)Cl>[Cl:19][CH2:20][C:21]([C:9]1[CH:10]=[C:11]2[C:6](=[CH:7][CH:8]=1)[C:5]([CH3:13])([CH3:12])[CH2:4][CH2:3][C:2]2([CH3:14])[CH3:1])=[O:22] |f:1.2.3.4|. Procedure: A solution of 68 g (0.36 mole) of 1,2,3,4-tetrahydro-1,1,4,4-tetramethylnaphthalene in 200 ml of methylene chloride was added dropwise at 0°-5° C. to a solution of 72 g (0.55 mole) of anhydrous aluminum chloride and 0.7 g (0.36 mole) of chloroacetyl chloride in 270 ml of dry methylene chloride. Stirring was then carried out overnight at room temperature. The mixture was poured onto ice/water and extracted with methylene chloride, and the organic phase was washed several times with water, dried o... The reactants are [OH-].[Na+] (sodium hydroxide), Benzofuranyl-2-boric acid, palladium tetratriphenylphosphine, C([O-])([O-])=O.[Na+].[Na+] (sodium carbonate), BrC1=CC=C(C(=O)OCC)C=C1 (ethyl 4-bromobenzoate), C1(=CC=CC=C1)C (toluene), Cl (hydrochloric acid). The solvent is O (water), C(C)(=O)OCC (ethyl acetate), C(C)O (ethanol). Run at temperature 80 celsius, time 2 hour. The product is O1C2=C(C=C1C1=CC=C(C(=O)O)C=C1)C=CC=C2 (4-(2-Benzo[b]furanyl)benzoic acid). RXN SMILES: [C:1](=[O:4])([O-])[O-:2].[Na+].[Na+].Br[C:8]1[CH:18]=[CH:17][C:11]([C:12](OCC)=[O:13])=[CH:10][CH:9]=1.[OH-].[Na+].Cl.[C:22]1([CH3:28])[CH:27]=[CH:26][CH:25]=[CH:24][CH:23]=1>O.C(OCC)(=O)C.C(O)C>[O:13]1[C:12]([C:11]2[CH:17]=[CH:18][C:8]([C:1]([OH:2])=[O:4])=[CH:9][CH:10]=2)=[CH:28][C:22]2[CH:27]=[CH:26][CH:25]=[CH:24][C:23]1=2 |f:0.1.2,4.5|. Procedure: Benzofuranyl-2-boric acid (2.1 g), palladium tetratriphenylphosphine (200 mg) and 2M aqueous sodium carbonate solution were added to toluene (40 ml)-ethanol (10 ml) solution of ethyl 4-bromobenzoate (2.3 g), which was refluxed at 80° C. for 5 hours under an argon atmosphere. The reaction mixture was diluted with water, and extraction was conducted using ethyl acetate. The organic layer was washed with water and saturated aqueous sodium chloride solution, dried, and then concentrated. The resulti... Reactants: Cl.N[C@@H](CC1=CC=C(C=C1)O)C(=O)N[C@H](CCSC)C(=O)N(CCCC1=CC=CC=C1)C (L-tyrosyl-N-methyl-N-(3-phenylpropyl)-D-methioninamide monohydrochloride), OO (hydrogen peroxide). The solvent is C(C)(=O)O (acetic acid). Yields the product O.Cl.N[C@@H](CC1=CC=C(C=C1)O)C(=O)N[C@H](CCS(C)=O)C(=O)N(CCCC1=CC=CC=C1)C (L-tyrosyl-N-methyl-N-(3-phenylpropyl)-D-methioninamide S-oxide monohydrochloride monohydrate). Reaction SMILES: [ClH:1].[NH2:2][C@H:3]([C:12]([NH:14][C@@H:15]([C:20]([N:22]([CH3:32])[CH2:23][CH2:24][CH2:25][C:26]1[CH:31]=[CH:30][CH:29]=[CH:28][CH:27]=1)=[O:21])[CH2:16][CH2:17][S:18][CH3:19])=[O:13])[CH2:4][C:5]1[CH:10]=[CH:9][C:8]([OH:11])=[CH:7][CH:6]=1.[OH:33]O>C(O)(=O)C>[OH2:11].[ClH:1].[NH2:2][C@H:3]([C:12]([NH:14][C@@H:15]([C:20]([N:22]([CH3:32])[CH2:23][CH2:24][CH2:25][C:26]1[CH:27]=[CH:28][CH:29]=[CH:30][CH:31]=1)=[O:21])[CH2:16][CH2:17][S:18](=[O:33])[CH3:19])=[O:13])[CH2:4][C:5]1[CH:10]=[CH:9][C:8]([OH:11])=[CH:7][CH:6]=1 |f:0.1,4.5.6|. Procedure: A solution of L-tyrosyl-N-methyl-N-(3-phenylpropyl)-D-methioninamide monohydrochloride (1.3 g.) and aqueous hydrogen peroxide (3%, 2.7 ml.) in acetic acid (10 ml.) was stirred at room temperature for two hours, the concentrated. The residue was evaporated twice from ethyl acetate then purified by reverse phase high pressure liquid chromatography on octadecylsilated silica gel (350 g.) using ammonium acetate (0.15%) in methanol-water (3:2) as the eluant (200 ml./min.). A solution of the product (... Starting materials: C(#N)CC1(CN(C1)C(=O)OC(C)(C)C)N1N=CC(=C1)C1=NC(=CC=2N1C=CN2)C2=CC=C(C=C2)OC (tert-Butyl 3-(cyanomethyl)-3-(4-(7-(4-methoxyphenyl)imidazo[1,2-c]pyrimidin-5-yl)-1H-pyrazol-1-yl)azetidine-1-carboxylate), Cl (HCl). Solvent: O1CCOCC1 (1,4-dioxane). Run at time 8 hour. The product is Cl.Cl.COC1=CC=C(C=C1)C1=CC=2N(C(=N1)C=1C=NN(C1)C1(CNC1)CC#N)C=CN2 (2-(3-(4-(7-(4-methoxyphenyl)imidazo[1,2-c]pyrimidin-5-yl)-1H-pyrazol-1-yl)azetidin-3-yl)acetonitrile dihydrochloride). As a reaction SMILES: [C:1]([CH2:3][C:4]1([N:15]2[CH:19]=[C:18]([C:20]3[N:25]4[CH:26]=[CH:27][N:28]=[C:24]4[CH:23]=[C:22]([C:29]4[CH:34]=[CH:33][C:32]([O:35][CH3:36])=[CH:31][CH:30]=4)[N:21]=3)[CH:17]=[N:16]2)[CH2:7][N:6](C(OC(C)(C)C)=O)[CH2:5]1)#[N:2].[ClH:37]>O1CCOCC1>[ClH:37].[ClH:37].[CH3:36][O:35][C:32]1[CH:31]=[CH:30][C:29]([C:22]2[N:21]=[C:20]([C:18]3[CH:17]=[N:16][N:15]([C:4]4([CH2:3][C:1]#[N:2])[CH2:7][NH:6][CH2:5]4)[CH:19]=3)[N:25]3[CH:26]=[CH:27][N:28]=[C:24]3[CH:23]=2)=[CH:34][CH:33]=1 |f:3.4.5|. Procedure details: tert-Butyl 3-(cyanomethyl)-3-(4-(7-(4-methoxyphenyl)imidazo[1,2-c]pyrimidin-5-yl)-1H-pyrazol-1-yl)azetidine-1-carboxylate (1.60 g, 3.30 mmol) was suspended in 20 mL of 1,4-dioxane and then HCl (41.2 mL, 165 mmol) (4 M in dioxane) was added in one portion. The reaction was stirred at ambient temperature overnight, then concentrated under reduced pressure to afford the crude material, which was used in the next step without further purification. Run at time 1 hour. Yield: 65.4%. RXN SMILES: [C:1]([N:3]=[C:4]([C:9]1[CH:10]=[N:11][CH:12]=[CH:13][CH:14]=1)OC(C)C)#[N:2].[F:15][C:16]([F:26])([F:25])[C:17]1[CH:24]=[CH:23][C:20]([CH2:21][NH2:22])=[CH:19][CH:18]=1>CO>[C:1]([NH:3][C:4]([C:9]1[CH:10]=[N:11][CH:12]=[CH:13][CH:14]=1)=[N:22][CH2:21][C:20]1[CH:19]=[CH:18][C:17]([C:16]([F:15])([F:25])[F:26])=[CH:24][CH:23]=1)#[N:2]. The solvent is CO (methanol). Product: C(#N)NC(=NCC1=CC=C(C=C1)C(F)(F)F)C=1C=NC=CC1 (N-cyano-N'-[4-(trifluoromethyl)benzyl]-3-pyridinecarboximidamide). Reported procedure: Isopropyl N-cyano-3-pyridinecarboximidate (0.50 g, 2.6 mmol) was dissolved in methanol (10 ml), and 4-(trifluoromethyl)benzylamine (0.51 g, 2.9 mmol) was added. The mixture was stirred at room temperature for 1 hour. After the reaction was completed, the reaction solution was concentrated under reduced pressure, and the concentrated residue thus obtained was crystallized from diethyl ether to give the title compound (0.53 g, 1.7 mmol, yield: 66%) as colorless crystals. The reactants are C(#N)N=C(OC(C)C)C=1C=NC=CC1 (Isopropyl N-cyano-3-pyridinecarboximidate), FC(C1=CC=C(CN)C=C1)(F)F (4-(trifluoromethyl)benzylamine).